From a dataset of the Open Reaction Database (ORD), a public repository of structured organic reaction records. describe an organic reaction: reactants, conditions, products, and yield Reactants: COC=1C=C2C(=NC=NC2=CC1OC)N1CCC(CC1)N1C(NC2=CC=C(C=C2C1=O)[N+](=O)[O-])=O (3-[1-(6,7-dimethoxy-4-quinazolinyl)-4-piperidinyl]-1,2,3,4-tetrahydro-6-nitro-2,4-dioxoquinazoline), BrCCN1C(C=2C(C1=O)=CC=CC2)=O (N-(2-bromoethyl)phthalimide). Yields the product COC=1C=C2C(=NC=NC2=CC1OC)N1CCC(CC1)N1C(N(C2=CC=C(C=C2C1=O)[N+](=O)[O-])CCN1C(C=2C(C1=O)=CC=CC2)=O)=O (3-[1-(6,7-Dimethoxy-4-quinazolinyl)-4-piperidinyl]-1,2,3,4-tetrahydro-6-nitro-2,4-dioxo-1-(2-phthalimido-ethyl)quinazoline). The yield is 31.0%. RXN SMILES: [CH3:1][O:2][C:3]1[CH:4]=[C:5]2[C:10](=[CH:11][C:12]=1[O:13][CH3:14])[N:9]=[CH:8][N:7]=[C:6]2[N:15]1[CH2:20][CH2:19][CH:18]([N:21]2[C:30](=[O:31])[C:29]3[C:24](=[CH:25][CH:26]=[C:27]([N+:32]([O-:34])=[O:33])[CH:28]=3)[NH:23][C:22]2=[O:35])[CH2:17][CH2:16]1.Br[CH2:37][CH2:38][N:39]1[C:43](=[O:44])[C:42]2=[CH:45][CH:46]=[CH:47][CH:48]=[C:41]2[C:40]1=[O:49]>>[CH3:1][O:2][C:3]1[CH:4]=[C:5]2[C:10](=[CH:11][C:12]=1[O:13][CH3:14])[N:9]=[CH:8][N:7]=[C:6]2[N:15]1[CH2:20][CH2:19][CH:18]([N:21]2[C:30](=[O:31])[C:29]3[C:24](=[CH:25][CH:26]=[C:27]([N+:32]([O-:34])=[O:33])[CH:28]=3)[N:23]([CH2:37][CH2:38][N:39]3[C:43](=[O:44])[C:42]4=[CH:45][CH:46]=[CH:47][CH:48]=[C:41]4[C:40]3=[O:49])[C:22]2=[O:35])[CH2:17][CH2:16]1. Reported procedure: The procedure similar to that described in Example 1 was repeated, except that 478.0 mg (1.00 mol) of Compound 24 was used and N-(2-bromoethyl)phthalimide was used in place of methyl iodide. As a result, 200 mg (yield: 31%) of Compound 33 was obtained as pale yellow crystals. Starting materials: CC(C)(C)O, Cc1cc2cc(N)ccc2[nH]1, Cn1ccnc1-c1cc2nccc(Cl)c2s1, CC(Cl)Cl. Product: Cc1cc2cc(Nc3ccnc4cc(-c5nccn5C)sc34)ccc2[nH]1. As a reaction SMILES: [C:32]([OH:33])([CH3:34])([CH3:35])[CH3:36].[CH3:17][c:18]1[nH:19][c:20]2[cH:21][cH:22][c:23]([NH2:27])[cH:24][c:25]2[cH:26]1.[Cl:1][c:2]1[c:3]2[c:4]([n:5][cH:6][cH:7]1)[cH:8][c:9](-[c:11]1[n:12]([CH3:16])[cH:13][cH:14][n:15]1)[s:10]2.[Cl:28][CH:29]([Cl:30])[CH3:31]>>[c:2]1([NH:27][c:23]2[cH:22][cH:21][c:20]3[nH:19][c:18]([CH3:17])[cH:26][c:25]3[cH:24]2)[c:3]2[c:4]([n:5][cH:6][cH:7]1)[cH:8][c:9](-[c:11]1[n:12]([CH3:16])[cH:13][cH:14][n:15]1)[s:10]2. Reactants: three, BrC=1C(=NOC1C)C (4-bromo-3,5-dimethyl-1,2-oxazole), B(OC(C)C)(OC(C)C)OC(C)C (tri-isopropyl borate), C(CCC)[Li] (n-butyl lithium). Solvent: C1CCOC1 (THF). Conditions: temperature -78 celsius, time 30 minute. The product is CC1=NOC(=C1B(O)O)C ((3,5-Dimethyl-1,2-oxazol-4-yl) boronic acid). The yield is 12.5%. Reaction SMILES: Br[C:2]1[C:3]([CH3:8])=[N:4][O:5][C:6]=1[CH3:7].C([Li])CCC.[B:14](OC(C)C)([O:19]C(C)C)[O:15]C(C)C>C1COCC1>[CH3:8][C:3]1[C:2]([B:14]([OH:19])[OH:15])=[C:6]([CH3:7])[O:5][N:4]=1. Procedure details: To a 500 mL three RB flask fitted with magnetic stirrer was charged 4-bromo-3,5-dimethyl-1,2-oxazole (4.0 g, 22.7 mmol) in THF (40 mL), cooled −78° C. To the stirred solvent was added n-butyl lithium (28.4 mL, 1.6M solution, 45.0 mmol) drop wise and stirred at −65° C. about 30 minutes. The RM was brought to −78° C., was added tri-isopropyl borate (12.81 g, 68.0 mmol), once the temperature to reached room temperature and stirred about 16 h. Then removed the solvent under reduced pressure and quen...